From a dataset of the Open Reaction Database (ORD), a public repository of structured organic reaction records. describe an organic reaction: reactants, conditions, products, and yield The reactants are CCC1=CSC(=C(C#N)c2ccnc(Cl)n2)N1, [H-], [Na+], OCc1ccc(CN2CCOCC2)cc1. Yields the product CCC1=CSC(=C(C#N)c2ccnc(OCc3ccc(CN4CCOCC4)cc3)n2)N1. As a reaction SMILES: [Cl:18][c:19]1[n:20][cH:21][cH:22][c:23]([C:25]([C:26]#[N:27])=[C:28]2[S:29][CH:30]=[C:31]([CH2:33][CH3:34])[NH:32]2)[n:24]1.[H-:2].[Na+:1].[OH:3][CH2:4][c:5]1[cH:6][cH:7][c:8]([CH2:9][N:10]2[CH2:11][CH2:12][O:13][CH2:14][CH2:15]2)[cH:16][cH:17]1>>[O:3]([CH2:4][c:5]1[cH:6][cH:7][c:8]([CH2:9][N:10]2[CH2:11][CH2:12][O:13][CH2:14][CH2:15]2)[cH:16][cH:17]1)[c:19]1[n:20][cH:21][cH:22][c:23]([C:25]([C:26]#[N:27])=[C:28]2[S:29][CH:30]=[C:31]([CH2:33][CH3:34])[NH:32]2)[n:24]1. Reactants: EtOAc NaHCO3(sat), C(CCC)(=O)O (butyric acid), C(CCl)Cl (EDC), OCC1=CC=C(C=C1)C(CNC(OC(C)(C)C)=O)C(=O)NC=1C=C2C=CN=CC2=CC1 (tert-butyl 2-(4-(hydroxymethyl)phenyl)-3-(isoquinolin-6-ylamino)-3-oxopropylcarbamate). The reagents and catalysts are CN(C)C=1C=CN=CC1 (DMAP). Run in N1=CC=CC=C1 (pyridine). Conditions: time 8 hour. Yields the product C(CCC)(=O)OCC1=CC=C(C=C1)C(C(=O)NC=1C=C2C=CN=CC2=CC1)CNC(=O)OC(C)(C)C (4-(3-(tert-butoxycarbonylamino)-1-(isoquinolin-6-ylamino)-1-oxopropan-2-yl)benzyl butyrate). RXN SMILES: [C:1]([OH:6])(=[O:5])[CH2:2][CH2:3][CH3:4].C(Cl)CCl.O[CH2:12][C:13]1[CH:18]=[CH:17][C:16]([CH:19]([C:29]([NH:31][C:32]2[CH:33]=[C:34]3[C:39](=[CH:40][CH:41]=2)[CH:38]=[N:37][CH:36]=[CH:35]3)=[O:30])[CH2:20][NH:21][C:22](=[O:28])[O:23][C:24]([CH3:27])([CH3:26])[CH3:25])=[CH:15][CH:14]=1>N1C=CC=CC=1.CN(C1C=CN=CC=1)C>[C:1]([O:6][CH2:12][C:13]1[CH:14]=[CH:15][C:16]([CH:19]([CH2:20][NH:21][C:22]([O:23][C:24]([CH3:27])([CH3:26])[CH3:25])=[O:28])[C:29]([NH:31][C:32]2[CH:33]=[C:34]3[C:39](=[CH:40][CH:41]=2)[CH:38]=[N:37][CH:36]=[CH:35]3)=[O:30])=[CH:17][CH:18]=1)(=[O:5])[CH2:2][CH2:3][CH3:4]. Procedure: To butyric acid in pyridine was added EDC, DMAP, and tert-butyl 2-(4-(hydroxymethyl)phenyl)-3-(isoquinolin-6-ylamino)-3-oxopropylcarbamate (E139), and the solution was capped and stirred overnight. The mixture was poured into EtOAc/NaHCO3(sat) and the aqueous layer was further extracted with EtOAc. The organics were dried (MgSO4), filtered, and evaporated. Column chromatography (SiO2, 0-5% MeOH/CH2Cl2 gradient) gave pure 4-(3-(tert-butoxycarbonylamino)-1-(isoquinolin-6-ylamino)-1-oxopropan-2-yl)... Starting materials: NC(C(=O)NCCC1=CC=CC=C1)(CC1=CNC2=CC=CC=C12)C ((±)-α-amino-α-methyl-N-(2-phenylethyl)-1H-indole-3-propanamide), C(C)(C)(C)CC(=O)O (tert-butylacetic acid), O.OC=1SC2=C(N1)C=CC=C2 (hydroxybenzothiazole hydrate), C1(CCCCC1)N=C=NC1CCCCC1 (dicyclohexylcarbodiimide). Run in C(C)(=O)OCC (ethyl acetate), C(C)(=O)OCC (ethyl acetate). Conditions: time 1 hour. Product: CC(C(=O)NC(C(=O)NCCC1=CC=CC=C1)(CC1=CNC2=CC=CC=C12)C)C(C)C ((±)-α-[(2,3-dimethyl-1-oxobutyl)-amino ]-α-methyl-N-(2-phenylethyl)-1H-indole-3-propanamide). The yield is 22.6%. As a reaction SMILES: [C:1]([CH2:5][C:6]([OH:8])=O)([CH3:4])([CH3:3])C.O.O[C:11]1SC2C=CC=CC=2N=1.C1(N=C=NC2CCCCC2)CCCCC1.[NH2:35][C:36]([CH3:58])([CH2:48][C:49]1[C:57]2[C:52](=[CH:53][CH:54]=[CH:55][CH:56]=2)[NH:51][CH:50]=1)[C:37]([NH:39][CH2:40][CH2:41][C:42]1[CH:47]=[CH:46][CH:45]=[CH:44][CH:43]=1)=[O:38]>C(OCC)(=O)C>[CH3:11][CH:5]([CH:1]([CH3:3])[CH3:4])[C:6]([NH:35][C:36]([CH3:58])([CH2:48][C:49]1[C:57]2[C:52](=[CH:53][CH:54]=[CH:55][CH:56]=2)[NH:51][CH:50]=1)[C:37]([NH:39][CH2:40][CH2:41][C:42]1[CH:47]=[CH:46][CH:45]=[CH:44][CH:43]=1)=[O:38])=[O:8] |f:1.2|. Reported procedure: A solution of 0.14 g (1.2 mmol) of tert-butylacetic acid in 5 ml of ethyl acetate was treated with 0.367 g (2.4 mmol) of hydroxybenzothiazole hydrate, and 0.247 g (1.2 mmol) of dicyclohexylcarbodiimide. After stirring at room temperature for one hour, the product of Example 12 (0.321 g, 1 mmol) was added, together with a few additional milliliters of ethyl acetate. This mixture was stirred overnight at room temperature, and the crude product isolated. Following purification by column chromatogra... Starting materials: [N+](=O)([O-])C1=CC=C(C=C1)N1C(NC(=CC1=O)C(F)(F)F)=O (3-(4-nitrophenyl)-6-trifluoromethyluracil), CI (methyl iodide), C([O-])([O-])=O.[K+].[K+] (potassium carbonate). The solvent is O (water). Run at time 5 hour. The product is CN1C(=O)N(C(=O)C=C1C(F)(F)F)C1=CC=C(C=C1)[N+](=O)[O-] (1-methyl-3-(4-nitrophenyl)-6-trifluoromethyluracil). RXN SMILES: [N+:1]([C:4]1[CH:9]=[CH:8][C:7]([N:10]2[C:15](=[O:16])[CH:14]=[C:13]([C:17]([F:20])([F:19])[F:18])[NH:12][C:11]2=[O:21])=[CH:6][CH:5]=1)([O-:3])=[O:2].CI.[C:24](=O)([O-])[O-].[K+].[K+]>O>[CH3:24][N:12]1[C:13]([C:17]([F:20])([F:19])[F:18])=[CH:14][C:15](=[O:16])[N:10]([C:7]2[CH:8]=[CH:9][C:4]([N+:1]([O-:3])=[O:2])=[CH:5][CH:6]=2)[C:11]1=[O:21] |f:2.3.4|. Procedure details: To the stirred reaction mixture containing the crude 3-(4-nitrophenyl)-6-trifluoromethyluracil (14.5 grams--0.048 mole) from the preceding step was added 13.6 grams (0.096 mole) of methyl iodide and 3.3 grams (0.096 mole) of potassium carbonate. Upon completion of the addition, the reaction mixture was stirred at ambient temperature for about five hours, after which the reaction mixture was poured into water, and the resultant solid was collected by filtration. The solid was washed with petroleu... The reactants are C(=O)(O)C(CC(C)C)OC[C@H]1N(CCC1)C(=O)OCC1=CC=CC=C1 ((2S)-phenylmethyl 2-[(1-carboxy-3-methylbutoxy)methyl]-1-pyrrolidinecarboxylate), ON1N=NC2=C1C=CC=C2 (1-hydroxybenzotriazole), C1(CCCCC1)N=C=NC1CCCCC1 (dicyclohexylcarbodiimide), Cl.NCC(=O)OCC (ethyl glycinate hydrochloride). Solvent: ClCCl (dichloromethane), C(C)N(CC)CC (Triethylamine). Conditions: time 14 hour. Yields the product C(C)OC(CNC(=O)C(CC(C)C)OC[C@H]1N(CCC1)C(=O)OCC1=CC=CC=C1)=O ((2S)-phenylmethyl 2-[[1-[[(2-ethoxy-2-oxoethyl)amino]carbonyl]-3-methylbutoxy]methyl]-1-pyrrolidinecarboxylate). As a reaction SMILES: Cl.[NH2:2][CH2:3][C:4]([O:6][CH2:7][CH3:8])=[O:5].[C:9]([CH:12]([O:17][CH2:18][C@@H:19]1[CH2:23][CH2:22][CH2:21][N:20]1[C:24]([O:26][CH2:27][C:28]1[CH:33]=[CH:32][CH:31]=[CH:30][CH:29]=1)=[O:25])[CH2:13][CH:14]([CH3:16])[CH3:15])(O)=[O:10].ON1C2C=CC=CC=2N=N1.C1(N=C=NC2CCCCC2)CCCCC1>ClCCl.C(N(CC)CC)C>[CH2:7]([O:6][C:4](=[O:5])[CH2:3][NH:2][C:9]([CH:12]([O:17][CH2:18][C@@H:19]1[CH2:23][CH2:22][CH2:21][N:20]1[C:24]([O:26][CH2:27][C:28]1[CH:33]=[CH:32][CH:31]=[CH:30][CH:29]=1)=[O:25])[CH2:13][CH:14]([CH3:16])[CH3:15])=[O:10])[CH3:8] |f:0.1|. Procedure details: Triethylamine, 1.15 g (0.0114 mol), is added to 1.59 g (0.0114 mol of ethyl glycinate hydrochloride in 200 ml of dichloromethane at 0°. To the previous suspension at 0° C. is added 4 g (0.0114 mol) of (2S)-phenylmethyl 2-[(1-carboxy-3-methylbutoxy)methyl]-1-pyrrolidinecarboxylate (center on side chain is R,S mixture), 1.74 g (0.0114 mol) of 1-hydroxybenzotriazole and 2.35 g (0.0114 mol) of dicyclohexylcarbodiimide. The mixture is allowed to reach room temperature and stirred 14 hours, filtered, ...